This data is from the Open Reaction Database (ORD), a public repository of structured organic reaction records. The task is: describe an organic reaction: reactants, conditions, products, and yield Reactants: N1=C(Cl)N=C(Cl)N=C1Cl (cyanuric chloride), O (Water), C(C)(C)(C)C1=CC=C(C=C1)[Li].C1CCOC1 (4-tert-butylphenyllithium THF). The solvent is O1CCCC1 (tetrahydrofuran), O1CCCC1 (tetrahydrofuran). Conditions: temperature -70 celsius, time 4 hour. Yields the product C(C)(C)(C)C1=CC=C(C=C1)C1=NC(=NC(=N1)C1=CC=C(C=C1)C(C)(C)C)Cl (4,6-bis(4′-tert-butylphenyl)-2-chloro-1,3,5-triazine). RXN SMILES: [N:1]1[C:8]([Cl:9])=[N:7][C:5](Cl)=[N:4][C:2]=1Cl.[C:10]([C:14]1[CH:19]=[CH:18][C:17]([Li])=[CH:16][CH:15]=1)([CH3:13])([CH3:12])[CH3:11].[CH2:21]1[CH2:25]O[CH2:23][CH2:22]1.O>O1CCCC1>[C:10]([C:14]1[CH:19]=[CH:18][C:17]([C:2]2[N:4]=[C:5]([C:21]3[CH:25]=[CH:15][C:14]([C:10]([CH3:13])([CH3:12])[CH3:11])=[CH:23][CH:22]=3)[N:7]=[C:8]([Cl:9])[N:1]=2)=[CH:16][CH:15]=1)([CH3:13])([CH3:12])[CH3:11] |f:1.2|. Procedure: Under an argon stream, 1-bromo-4-tert-butylbenzene (125 g, 587 mmol) and tetrahydrofuran (470 mL) were charged in a reactor, and cooled to −70° C. An n-butyl lithium/hexane solution (1.6 M, 367 mL, 587 mmol) was dropped to this solution over 90 minutes at −70° C. After dropping was completed, the solution was stirred at −70° C. for 2 hours to obtain a 4-tert-butylphenyllithium/THF solution. Under an argon stream, cyanuric chloride (50.8 g, 276 mmol) and tetrahydrofuran (463 mL) were charged in a... Reactants: CSc1ncc(Br)c(NC2CCCN(C(=O)CC#N)C2)n1, C[Si](C)(C)CCOCn1ccc2nc(Br)cnc21, C[Si](C)(C)CCOCn1ccc2nc([Sn](C)(C)C)cnc21. The product is CSc1ncc(-c2cnc3c(ccn3COCC[Si](C)(C)C)n2)c(NC2CCCN(C(=O)CC#N)C2)n1. As a reaction SMILES: [Br:1][c:2]1[c:3]([NH:10][CH:11]2[CH2:12][N:13]([C:17]([CH2:18][C:19]#[N:20])=[O:21])[CH2:14][CH2:15][CH2:16]2)[n:4][c:5]([S:8][CH3:9])[n:6][cH:7]1.[Br:43][c:44]1[n:45][c:46]2[cH:47][cH:48][n:49]([CH2:50][O:51][CH2:52][CH2:53][Si:54]([CH3:55])([CH3:56])[CH3:57])[c:58]2[n:59][cH:60]1.[CH3:22][Si:23]([CH2:24][CH2:25][O:26][CH2:27][n:28]1[cH:29][cH:30][c:31]2[c:32]1[n:33][cH:34][c:35]([Sn:37]([CH3:38])([CH3:39])[CH3:40])[n:36]2)([CH3:41])[CH3:42]>>[c:2]1(-[c:35]2[cH:34][n:33][c:32]3[n:28]([CH2:27][O:26][CH2:25][CH2:24][Si:23]([CH3:22])([CH3:41])[CH3:42])[cH:29][cH:30][c:31]3[n:36]2)[c:3]([NH:10][CH:11]2[CH2:12][N:13]([C:17]([CH2:18][C:19]#[N:20])=[O:21])[CH2:14][CH2:15][CH2:16]2)[n:4][c:5]([S:8][CH3:9])[n:6][cH:7]1. Reactants: CO, CCOC(=O)c1cnc2ccncc2c1Cl, Cl, NNc1ccncc1. Yields the product Cl, CCOC(=O)c1cnc2ccncc2c1NNc1ccncc1. Reaction SMILES: [CH3:26][OH:27].[Cl:1][c:2]1[c:3]([C:12](=[O:13])[O:14][CH2:15][CH3:16])[cH:4][n:5][c:6]2[cH:7][cH:8][n:9][cH:10][c:11]12.[ClH:17].[NH:18]([NH2:19])[c:20]1[cH:21][cH:22][n:23][cH:24][cH:25]1>>[ClH:1].[c:2]1([NH:19][NH:18][c:20]2[cH:21][cH:22][n:23][cH:24][cH:25]2)[c:3]([C:12](=[O:13])[O:14][CH2:15][CH3:16])[cH:4][n:5][c:6]2[cH:7][cH:8][n:9][cH:10][c:11]12. Reactants: CC(C)(C)O, COC(=O)C12CC1CCC2=O, CC(C)(C)[O-], [K+], Sc1ccccc1. The product is COC(=O)C1=C(CSc2ccccc2)CCC1=O. As a reaction SMILES: [C:25]([OH:26])([CH3:27])([CH3:28])[CH3:29].[CH3:14][O:15][C:16](=[O:17])[C:18]12[C:19](=[O:24])[CH2:20][CH2:21][CH:22]1[CH2:23]2.[CH3:8][C:9]([CH3:10])([O-:11])[CH3:12].[K+:13].[SH:1][c:2]1[cH:3][cH:4][cH:5][cH:6][cH:7]1>>[S:1]([c:2]1[cH:3][cH:4][cH:5][cH:6][cH:7]1)[CH2:23][C:22]1=[C:18]([C:16]([O:15][CH3:14])=[O:17])[C:19](=[O:24])[CH2:20][CH2:21]1. The reactants are O=C([O-])[O-], CC#N, N#CCCl, Fc1cccc(F)c1-c1cc[nH]n1, [K+], [K+]. The product is N#CCn1ccc(-c2c(F)cccc2F)n1. Reaction SMILES: [C:18](=[O:19])([O-:20])[O-:21].[CH3:24][C:25]#[N:26].[Cl:14][CH2:15][C:16]#[N:17].[F:1][c:2]1[c:3](-[c:9]2[n:10][nH:11][cH:12][cH:13]2)[c:4]([F:8])[cH:5][cH:6][cH:7]1.[K+:22].[K+:23]>>[F:1][c:2]1[c:3](-[c:9]2[n:10][n:11]([CH2:15][C:16]#[N:17])[cH:12][cH:13]2)[c:4]([F:8])[cH:5][cH:6][cH:7]1. Starting materials: COC=1C=C(C=O)C=CC1 (3-methoxy-benzaldehyde), [N+](=O)([O-])C (nitro methane), [OH-].[Na+] (NaOH). Solvent: C(C)O (ethanol). Run at temperature 0 celsius, time 4 hour. Product: COC1=CC(=CC=C1)C=C[N+](=O)[O-] (1-Methoxy-3-(2-nitro-vinyl)-benzene). Isolated yield 49.4%. RXN SMILES: [CH3:1][O:2][C:3]1[CH:4]=[C:5]([CH:8]=[CH:9][CH:10]=1)[CH:6]=O.[N+:11]([CH3:14])([O-:13])=[O:12].[OH-].[Na+]>C(O)C>[CH3:1][O:2][C:3]1[CH:10]=[CH:9][CH:8]=[C:5]([CH:6]=[CH:14][N+:11]([O-:13])=[O:12])[CH:4]=1 |f:2.3|. Reported procedure: Using an analogous reaction procedure and workup as described in Example 1, step 1, 3-methoxy-benzaldehyde (16.0 g, 118.518 mmol) in ethanol (160 mL) was reacted with nitro methane (7.0 mL, 118.518 mmol) and 10N NaOH (4.7 g, 118.518 mmol). The resulting mixture was stirred at 0° C. for 4 hours to afford 10.5 g of the product (49% yield). Reactants: C1(CCCCC1)N1C(=O)N=C(N)C=C1 (1-cyclohexylcytosine), C1(CCCCC1)C1(S(=O)(=O)N)C(CC(C=C1)(N)C1=NC=CC=N1)=O (1-cyclohexyl-1,2-dihydro-2-oxo-4-pyrimidinyl-sulfanilamide), C(C)(=O)NC1=CC=C(S(=O)(=O)Cl)C=C1 (N-acetylsulfanilyl chloride), Cl (hydrochloric acid). The solvent is O (water), N1=CC=CC=C1 (pyridine). The product is C(C)(=O)NC1=CC=C(S(=O)(=O)NC2=NC(N(C=C2)C2CCCCC2)=O)C=C1 (N4 -Acetyl-N1 -(1-cyclohexyl-1,2-dihydro-2-oxo-4-pyrimidinyl) sulfanilamide). As a reaction SMILES: [CH:1]1([N:7]2[CH:14]=[CH:13][C:11]([NH2:12])=[N:10][C:8]2=[O:9])[CH2:6][CH2:5][CH2:4][CH2:3][CH2:2]1.[C:15]([NH:18][C:19]1[CH:28]=[CH:27][C:22]([S:23](Cl)(=[O:25])=[O:24])=[CH:21][CH:20]=1)(=[O:17])[CH3:16].Cl.C1(C2(C=CC(C3N=CC=CN=3)(N)CC2=O)S(N)(=O)=O)CCCCC1>O.N1C=CC=CC=1>[C:15]([NH:18][C:19]1[CH:28]=[CH:27][C:22]([S:23]([NH:12][C:11]2[CH:13]=[CH:14][N:7]([CH:1]3[CH2:2][CH2:3][CH2:4][CH2:5][CH2:6]3)[C:8](=[O:9])[N:10]=2)(=[O:25])=[O:24])=[CH:21][CH:20]=1)(=[O:17])[CH3:16]. Procedure: A mixture of 29.0 g. of 1-cyclohexylcytosine, 90 ml. of pyridine and 35.1 g. of N-acetylsulfanilyl chloride was stirred overnight, poured into 900 ml. of water, and acidified by addition of 80 ml. of concentrated hydrochloric acid. After several hours of vigorous stirring, the precipitated product solidified to yield 33.3 g. of N4 -acetyl-N1 -(1-cyclohexyl-1,2-dihydro-2-oxo-4-pyrimidinyl-sulfanilamide, m.p. 219°-234°. A sample purified by two recrystallizations from ethanol melted at 247°-250°. The reactants are C(C)(=O)NC(C(=O)OCC)(C(=O)OCC)CC1=C(C(=CC=C1)C)[N+](=O)[O-] (diethyl 2-acetylamino-2-(2-nitro-3-methylbenzyl)malonate). Reagents/catalysts: [Pd] (Pd-C). The solvent is C(C)(=O)O (acetic acid). Yields the product C(C)(=O)NC1(C(NC2=C(C=CC=C2C1)C)=O)C(=O)OCC (ethyl 3-acetylamino-8-methyl-3,4-dihydrocarbostyril-3-carboxylate). As a reaction SMILES: [C:1]([NH:4][C:5]([CH2:16][C:17]1[CH:22]=[CH:21][CH:20]=[C:19]([CH3:23])[C:18]=1[N+:24]([O-])=O)([C:11]([O:13][CH2:14][CH3:15])=[O:12])[C:6](OCC)=[O:7])(=[O:3])[CH3:2]>C(O)(=O)C.[Pd]>[C:1]([NH:4][C:5]1([C:11]([O:13][CH2:14][CH3:15])=[O:12])[CH2:16][C:17]2[C:18](=[C:19]([CH3:23])[CH:20]=[CH:21][CH:22]=2)[NH:24][C:6]1=[O:7])(=[O:3])[CH3:2]. Procedure details: 10 Grams of diethyl 2-acetylamino-2-(2-nitro-3-methylbenzyl)malonate and 1 g of 10% Pd-C were suspended in 50 ml of acetic acid, and the suspension was catalytically reduced under 3 to 3.5 atmospheric pressure at 60° to 70° C. by hydrogenation. After the hydrogenation was finished, the catalyst was removed by filtration, and the solvent was removed by evaporation. The residue thus obtained was recrystallized from ethanol to obtain 2.7 g of ethyl 3-acetylamino-8-methyl-3,4-dihydrocarbostyril-3-ca... The reactants are CC(C)O, Cl, COc1ccc2c(c1OC)CC(c1ccccc1)CC2(O)CN. The product is Cl, COc1ccc2c(c1OC)CC(c1ccccc1)C=C2CN. RXN SMILES: [CH:25]([OH:26])([CH3:27])[CH3:28].[ClH:24].[NH2:1][CH2:2][C:3]1([OH:23])[CH2:4][CH:5]([c:17]2[cH:18][cH:19][cH:20][cH:21][cH:22]2)[CH2:6][c:7]2[c:8]([O:15][CH3:16])[c:9]([O:13][CH3:14])[cH:10][cH:11][c:12]21>>[ClH:24].[NH2:1][CH2:2][C:3]1=[CH:4][CH:5]([c:17]2[cH:18][cH:19][cH:20][cH:21][cH:22]2)[CH2:6][c:7]2[c:8]([O:15][CH3:16])[c:9]([O:13][CH3:14])[cH:10][cH:11][c:12]21. Starting materials: BrC1=CC=CC(=N1)C(O)C=1C(=NC(=NC1)Cl)Cl ((6-bromo-pyridin-2-yl)-(2,4-dichloro-pyrimidin-5-yl)-methanol), [O-]Cl.[Na+] (NaClO), C(=O)(O)[O-].[Na+] (NaHCO3), CC1(CCCC(N1[O])(C)C)C (TEMPO). The reagents and catalysts are CCCC[N+](CCCC)(CCCC)CCCC.[Br-] (TBAB). Solvent: ClCCl (dichloromethane), O (water), O (water). Run at temperature 0 celsius, time 30 minute. The product is BrC1=CC=CC(=N1)C(=O)C=1C(=NC(=NC1)Cl)Cl ((6-bromo-pyridin-2-yl)-(2,4-dichloro-pyrimidin-5-yl)-methanone). As a reaction SMILES: [Br:1][C:2]1[N:7]=[C:6]([CH:8]([C:10]2[C:11]([Cl:17])=[N:12][C:13]([Cl:16])=[N:14][CH:15]=2)[OH:9])[CH:5]=[CH:4][CH:3]=1.C([O-])(O)=O.[Na+].CC1(C)N([O])C(C)(C)CCC1.[O-]Cl.[Na+]>ClCCl.O.CCCC[N+](CCCC)(CCCC)CCCC.[Br-]>[Br:1][C:2]1[N:7]=[C:6]([C:8]([C:10]2[C:11]([Cl:17])=[N:12][C:13]([Cl:16])=[N:14][CH:15]=2)=[O:9])[CH:5]=[CH:4][CH:3]=1 |f:1.2,4.5,8.9,^1:26|. Reported procedure: To a stirred solution of crude (6-bromo-pyridin-2-yl)-(2,4-dichloro-pyrimidin-5-yl)-methanol (from Example 28 supra) (16.1 g, crude) in dichloromethane (200 mL), water (20 mL) was added followed by NaHCO3 (2.1 g, 25 mmol), TBAB (485 mg, 1.5 mmol) and TEMPO (90 mg, 0.5 mmol). The mixture was then cooled to 0° C. and NaClO (70 mL, active chloride >6.0%) was added slowly and the resulting mixture was stirred for 30 minutes. The mixture was poured into water and extracted with dichloromethane. The o...